Dataset: the Open Reaction Database (ORD), a public repository of structured organic reaction records. Task: describe an organic reaction: reactants, conditions, products, and yield Starting materials: ClC=1C=NN(C1C(=O)OC)C(C)C (methyl 4-chloro-1-(1-methylethyl)-1H-pyrazole-5-carboxylate), Cl (hydrochloric acid). Run in O1CCOCC1 (1,4-dioxane). Conditions: temperature 105 celsius. The product is ClC=1C=NN(C1C(=O)O)C(C)C (4-Chloro-1-(1-methylethyl)-1H-pyrazole-5-carboxylic acid). Isolated yield 99.2%. RXN SMILES: [Cl:1][C:2]1[CH:3]=[N:4][N:5]([CH:11]([CH3:13])[CH3:12])[C:6]=1[C:7]([O:9]C)=[O:8].Cl>O1CCOCC1>[Cl:1][C:2]1[CH:3]=[N:4][N:5]([CH:11]([CH3:13])[CH3:12])[C:6]=1[C:7]([OH:9])=[O:8]. Procedure: A solution of methyl 4-chloro-1-(1-methylethyl)-1H-pyrazole-5-carboxylate (130 mg) in 1,4-dioxane (3 ml) was treated with 2M hydrochloric acid (3 ml) and the mixture heated at 105° C. for 90 h. The mixture was evaporated in vacuo to give the title compound as a white solid (120 mg). Reactants: CC1=NNC=2CCCC(C12)=O (1,5,6,7-tetrahydro-3-methyl-4H-indazol-4-one), ice, C(C)(C)NC(C)C (diisopropylamine), C(CCC)[Li] (butyllithium), C(=O)OCC (ethyl formate). The solvent is CCCCCC (hexane), O1CCCC1 (tetrahydrofuran), O1CCCC1 (tetrahydrofuran). Reaction conditions: temperature -78 celsius, time 30 minute. Product: OC=C1C(C=2C(=NNC2CC1)C)=O (1,5,6,7-tetrahydro-5-hydroxymethylene-3-methyl-4H-indazol-4-one). Reaction SMILES: C(NC(C)C)(C)C.C([Li])CCC.[CH3:13][C:14]1[C:22]2[C:21](=[O:23])[CH2:20][CH2:19][CH2:18][C:17]=2[NH:16][N:15]=1.[CH:24](OCC)=[O:25]>O1CCCC1.CCCCCC>[OH:25][CH:24]=[C:20]1[CH2:19][CH2:18][C:17]2[NH:16][N:15]=[C:14]([CH3:13])[C:22]=2[C:21]1=[O:23]. Procedure: To an ice-cold solution of 13.9 ml of diisopropylamine in 50 ml of anhydrous tetrahydrofuran there was added, by syringe, 38 ml of 2.6 N butyllithium in hexane. The mixture was cooled to -78° C. and a solution of 4.5 grams of 1,5,6,7-tetrahydro-3-methyl-4H-indazol-4-one was added dropwise. The mixture was stirred at -78° C. for 30 minutes and a solution of 10 ml of ethyl formate in 30 ml of anhydrous tetrahydrofuran was added dropwise. When the addition was complete, the reaction was allowed to ... Reactants: CN(C)C=O, C[Si](C)(C)Cl, O, C#CCC(C)(O)C(=C)CCC, c1c[nH]cn1. Yields the product C#CCC(C)(O[Si](C)(C)C)C(=C)CCC. RXN SMILES: [CH3:17][N:18]([CH3:19])[CH:20]=[O:21].[Cl:22][Si:23]([CH3:24])([CH3:25])[CH3:26].[OH2:27].[OH:1][C:2]([CH2:3][C:4]#[CH:5])([C:6]([CH2:7][CH2:8][CH3:9])=[CH2:10])[CH3:11].[nH:12]1[cH:13][cH:14][n:15][cH:16]1>>[O:1]([C:2]([CH2:3][C:4]#[CH:5])([C:6]([CH2:7][CH2:8][CH3:9])=[CH2:10])[CH3:11])[Si:23]([CH3:24])([CH3:25])[CH3:26]. The reactants are CC(C)(C)NC(=O)C1CC(O)CN1C(=O)OC(C)(C)C, NC(=O)CC(NC(=O)OCc1ccccc1)C(=O)NC(Cc1ccccc1)C(O)C(=O)O. The product is CC(C)(C)NC(=O)C1CC(O)CN1C(=O)C(O)C(Cc1ccccc1)NC(=O)C(CC(N)=O)NC(=O)OCc1ccccc1. RXN SMILES: [C:33]([O:34][C:35](=[O:36])[N:40]1[CH:41]([C:42](=[O:43])[NH:44][C:45]([CH3:46])([CH3:47])[CH3:48])[CH2:49][CH:50]([OH:52])[CH2:51]1)([CH3:37])([CH3:38])[CH3:39].[CH2:1]([c:2]1[cH:3][cH:4][cH:5][cH:6][cH:7]1)[O:8][C:9](=[O:10])[NH:11][CH:12]([CH2:13][C:14]([NH2:15])=[O:16])[C:17](=[O:18])[NH:19][CH:20]([CH:21]([C:22](=[O:23])[OH:24])[OH:25])[CH2:26][c:27]1[cH:28][cH:29][cH:30][cH:31][cH:32]1>>[CH2:1]([c:2]1[cH:3][cH:4][cH:5][cH:6][cH:7]1)[O:8][C:9](=[O:10])[NH:11][CH:12]([CH2:13][C:14]([NH2:15])=[O:16])[C:17](=[O:18])[NH:19][CH:20]([CH:21]([C:22](=[O:24])[N:40]1[CH:41]([C:42](=[O:43])[NH:44][C:45]([CH3:46])([CH3:47])[CH3:48])[CH2:49][CH:50]([OH:52])[CH2:51]1)[OH:25])[CH2:26][c:27]1[cH:28][cH:29][cH:30][cH:31][cH:32]1.